This data is from the Open Reaction Database (ORD), a public repository of structured organic reaction records. The task is: describe an organic reaction: reactants, conditions, products, and yield As a reaction SMILES: [F:1][C:2]([N+:20]([O-:22])=[O:21])([N+:17]([O-:19])=[O:18])[CH2:3][N:4]([CH2:8][C:9]([N+:14]([O-:16])=[O:15])([N+:11]([O-:13])=[O:12])[F:10])[C:5](Cl)=[O:6].[F:23][C:24]([N+:30]([O-:32])=[O:31])([N+:27]([O-:29])=[O:28])[CH2:25][NH2:26]>>[F:1][C:2]([N+:20]([O-:22])=[O:21])([N+:17]([O-:19])=[O:18])[CH2:3][N:4]([CH2:8][C:9]([N+:14]([O-:16])=[O:15])([N+:11]([O-:13])=[O:12])[F:10])[C:5]([NH:26][CH2:25][C:24]([N+:30]([O-:32])=[O:31])([N+:27]([O-:29])=[O:28])[F:23])=[O:6]. Reported procedure: A previous method for the preparation of N,N-bis(2-fluoro-2,2-dinitroethyl)carbamyl chloride (I) has been reported by W. H. Gilligan and M. J. Kamlet in U.S. Pat. No. 3,850,978, which issued on Nov. 26, 1974. However, that method suffers from the serious disadvantage that the carbamyl chloride (I) can not be separated from the reaction mixture and must be used in crude form for subsequent reactions. This drawback greatly hinders the preparation of derivatives of the carbamyl chloride (I) and her... Product: FC(CN(C(=O)NCC(F)([N+](=O)[O-])[N+](=O)[O-])CC(F)([N+](=O)[O-])[N+](=O)[O-])([N+](=O)[O-])[N+](=O)[O-] (N,N,N'-tris(2-fluoro-2,2-dinitroethyl)urea). The reactants are FC(CN(C(=O)Cl)CC(F)([N+](=O)[O-])[N+](=O)[O-])([N+](=O)[O-])[N+](=O)[O-] (N,N-bis(2-fluoro-2,2-dinitroethyl)carbamyl chloride), FC(CN(C(=O)Cl)CC(F)([N+](=O)[O-])[N+](=O)[O-])([N+](=O)[O-])[N+](=O)[O-] (N,N-bis(2-fluoro-2,2-dinitroethyl)carbamyl chloride), FC(CN)([N+](=O)[O-])[N+](=O)[O-] (2-fluoro-2,2-dinitroethyl amine). Reaction SMILES: [C:23](=[O:24])([OH:25])[O-:26].[CH3:1][c:2]1[c:3]([CH2:18][C:19](=[CH2:20])[CH3:21])[c:4]([OH:17])[c:5]([CH3:16])[c:6]([CH3:15])[c:7]1[NH:8][c:9]1[cH:10][cH:11][cH:12][cH:13][cH:14]1.[CH3:28][OH:29].[ClH:22].[Na+:27]>>[CH3:1][c:2]1[c:3]2[c:4]([c:5]([CH3:16])[c:6]([CH3:15])[c:7]1[NH:8][c:9]1[cH:10][cH:11][cH:12][cH:13][cH:14]1)[O:17][C:19]([CH3:20])([CH3:21])[CH2:18]2. The reactants are O=C([O-])O, C=C(C)Cc1c(C)c(Nc2ccccc2)c(C)c(C)c1O, CO, Cl, [Na+]. Yields the product Cc1c(C)c2c(c(C)c1Nc1ccccc1)CC(C)(C)O2. Reactants: BrC1=CC(=C(OC[C@@H]2CNCCC2)C(=C1)C)C ((S)-3-(4-bromo-2,6-dimethylphenoxymethyl)piperidine), solution, Cl (hydrochloric acid). Run in CCOCC (ether), CCOCC (ether). Yields the product Cl.BrC1=CC(=C(OC[C@@H]2CNCCC2)C(=C1)C)C ((S)-3-(4-bromo-2,6-dimethylphenoxymethyl)-piperidine hydrochloride). The yield is 94.5%. Reaction SMILES: [Br:1][C:2]1[CH:15]=[C:14]([CH3:16])[C:5]([O:6][CH2:7][C@H:8]2[CH2:13][CH2:12][CH2:11][NH:10][CH2:9]2)=[C:4]([CH3:17])[CH:3]=1.[ClH:18]>CCOCC>[ClH:18].[Br:1][C:2]1[CH:15]=[C:14]([CH3:16])[C:5]([O:6][CH2:7][C@H:8]2[CH2:13][CH2:12][CH2:11][NH:10][CH2:9]2)=[C:4]([CH3:17])[CH:3]=1 |f:3.4|. Procedure: The (S)-3-(4-bromo-2,6-dimethylphenoxymethyl)piperidine in ether was treated with 1M solution of hydrochloric acid in ether (102 mL). The resulting white precipitate was filtered, and dried in vacuo to yield (S)-3-(4-bromo-2,6-dimethylphenoxymethyl)-piperidine hydrochloride (29.5 g, 94.5%), m.p. >280° C. Reactants: BrC=1C=NC2=C(C=C(C=C2C1)[N+](=O)[O-])Br (3,8-Dibromo-6-nitroquinoline), C(C)(=O)OCC (Ethyl acetate), [OH-].[Na+] (sodium hydroxide), CC1=CC=C(C=C1)COC(=O)NNC(=O)C2=NC=CN=C2 (pH10). The reagents and catalysts are [Fe] (iron). Solvent: Cl (hydrochloric acid). Product: NC=1C=C2C=C(C=NC2=C(C1)Br)Br (6-amino-3,8-dibromoquinoline). RXN SMILES: [Br:1][C:2]1[CH:3]=[N:4][C:5]2[C:10]([CH:11]=1)=[CH:9][C:8]([N+:12]([O-])=O)=[CH:7][C:6]=2[Br:15].[OH-].[Na+].CC1C=CC(COC(NNC(C2C=NC=CN=2)=O)=O)=CC=1.C(OCC)(=O)C>Cl.[Fe]>[NH2:12][C:8]1[CH:9]=[C:10]2[C:5](=[C:6]([Br:15])[CH:7]=1)[N:4]=[CH:3][C:2]([Br:1])=[CH:11]2 |f:1.2|. Reported procedure: 3,8-Dibromo-6-nitroquinoline (48.5 g, prepared as described in J Am Chem Soc (1955), 77, 4175-4176) was suspended in concentrated hydrochloric acid (400 ml) at ambient temperature and iron powder (27 g, reduced by hydrogen) was added in portions allowing the reaction temperature to rise to 73° C. during the additions. The bright yellow suspension that was initially produced became dark brown during the final stages of the reaction. The mixture was cooled to 0° C. and basified with aqueous sodium... Run in C(C)#N (acetonitrile). The reactants are N (ammonia), OC1=CC=CC=2NN=NC21 (Hydroxybenztriazole), Cl.CN(CCCN=C=NCC)C (1-(3-dimethylaminopropyl)-3-ethylcarbodiimide hydrochloride), BrC1=CC(=C(S1)C(=O)O)NC(=O)OC(C)(C)C (5-Bromo-3-[(t-butyloxycarbonyl)amino]thiophene-2-carboxylic acid). Yields the product BrC1=CC(=C(S1)C(=O)N)NC(=O)OC(C)(C)C (5-Bromo-3-(t-butyloxycarbonyl)aminothiophene-2-carboxamide). Conditions: time 10 minute. Reaction SMILES: [Br:1][C:2]1[S:6][C:5]([C:7](O)=[O:8])=[C:4]([NH:10][C:11]([O:13][C:14]([CH3:17])([CH3:16])[CH3:15])=[O:12])[CH:3]=1.OC1C2N=N[NH:24]C=2C=CC=1.Cl.CN(C)CCCN=C=NCC.N>C(#N)C>[Br:1][C:2]1[S:6][C:5]([C:7]([NH2:24])=[O:8])=[C:4]([NH:10][C:11]([O:13][C:14]([CH3:17])([CH3:16])[CH3:15])=[O:12])[CH:3]=1 |f:2.3|. Procedure: 5-Bromo-3-[(t-butyloxycarbonyl)amino]thiophene-2-carboxylic acid (0.80 g) was stirred in acetonitrile (80 ml). Hydroxybenztriazole (1.41 g) and 1-(3-dimethylaminopropyl)-3-ethylcarbodiimide hydrochloride (2.62 g) were added and stirring continued at room temperature for 10 minutes. Concentrated aqueous ammonia solution (8 ml) was added and the reaction mixture was heated to reflux for 1 h. The acetonitrile was removed by evaporation. Water (100 ml) was added and the mixture was sonicated and tri... Reactants: ClC=1N=CC(=NC1)C(=O)O (5-chloropyrazine-2-carboxylic acid), C(C)#N (acetonitrile), NC=1C=CC(=C(C1)[C@@]12N=C(OC[C@@]1(COC2)F)N)F ((4aR,7aS)-7a-(5-amino-2-fluoro-phenyl)-4a-fluoro-5,7-dihydro-4H-furo[3,4-d][1,3]oxazin-2-amine), CN(C)C=O (DMF), C(C(=O)Cl)(=O)Cl (oxalyl chloride), acid chloride. Run in C(C)(=O)OCC (ethyl acetate), O (water), C(C)O (ethanol). Run at time 20 minute. Yields the product NC=1OC[C@]2([C@@](N1)(COC2)C=2C=C(C=CC2F)NC(=O)C2=NC=C(N=C2)Cl)F (N-[3-[(4aR,7aS)-2-Amino-4a-fluoro-5,7-dihydro-4H-furo[3,4-d][1,3]oxazin-7a-yl]-4-fluoro-phenyl]-5-chloro-pyrazine-2-carboxamide). The yield is 93.6%. RXN SMILES: [Cl:1][C:2]1[N:3]=[CH:4][C:5]([C:8]([OH:10])=O)=[N:6][CH:7]=1.C(#N)C.CN(C=O)C.C(Cl)(=O)C(Cl)=O.[NH2:25][C:26]1[CH:27]=[CH:28][C:29]([F:43])=[C:30]([C@:32]23[CH2:40][O:39][CH2:38][C@@:37]2([F:41])[CH2:36][O:35][C:34]([NH2:42])=[N:33]3)[CH:31]=1>C(OCC)(=O)C.O.C(O)C>[NH2:42][C:34]1[O:35][CH2:36][C@:37]2([F:41])[CH2:38][O:39][CH2:40][C@:32]2([C:30]2[CH:31]=[C:26]([NH:25][C:8]([C:5]3[CH:4]=[N:3][C:2]([Cl:1])=[CH:7][N:6]=3)=[O:10])[CH:27]=[CH:28][C:29]=2[F:43])[N:33]=1. Reported procedure: Scheme 3, steps M, substep 2 or step N, substep 3 (amidation): A mixture of 5-chloropyrazine-2-carboxylic acid (1.53 g, 9.66 mmol) in acetonitrile (15 mL, 283 mmol) is treated with DMF (115 μL, 1.49 mmol) and oxalyl chloride (970 μL, 11.1 mmol). The mixture is stirred at ambient temperature under nitrogen for 20 minutes. In a separate flask is added (4aR,7aS)-7a-(5-amino-2-fluoro-phenyl)-4a-fluoro-5,7-dihydro-4H-furo[3,4-d][1,3]oxazin-2-amine (2.00 g, 7.43 mmol), ethanol (7.4 mL), water (7.4 mL)...